Dataset: the Open Reaction Database (ORD), a public repository of structured organic reaction records. Task: describe an organic reaction: reactants, conditions, products, and yield Reactants: CCCCCCN, CN1CCCC1=O, N#Cc1ccnc(Cl)c1, O. Product: CCCCCCNc1cc(C#N)ccn1. As a reaction SMILES: [CH2:10]([CH2:11][CH2:12][CH2:13][CH2:14][CH3:15])[NH2:16].[CH3:18][N:19]1[CH2:20][CH2:21][CH2:22][C:23]1=[O:24].[Cl:1][c:2]1[n:3][cH:4][cH:5][c:6]([C:8]#[N:9])[cH:7]1.[OH2:17]>>[c:2]1([NH:16][CH2:10][CH2:11][CH2:12][CH2:13][CH2:14][CH3:15])[n:3][cH:4][cH:5][c:6]([C:8]#[N:9])[cH:7]1. Reactants: N[C@@H](CO)C ((R)-2-Amino-propan-1-ol), ClC1=NC=C(C(=N1)Cl)[N+](=O)[O-] (2,4-dichloro-5-nitro-pyrimidine). The solvent is C(C)OC(C)=O (ethylacetate), ice water, C(C)#N (acetonitrile), C(C)#N (acetonitrile). Conditions: time 3 hour. Product: ClC1=NC=C(C(=N1)N[C@@H](CO)C)[N+](=O)[O-] ((R)-2-(2-Chloro-5-nitro-pyrimidin-4-ylamino)-propan-1-ol). RXN SMILES: [NH2:1][C@H:2]([CH3:5])[CH2:3][OH:4].[Cl:6][C:7]1[N:12]=[C:11](Cl)[C:10]([N+:14]([O-:16])=[O:15])=[CH:9][N:8]=1>C(#N)C.C(OC(=O)C)C>[Cl:6][C:7]1[N:12]=[C:11]([NH:1][C@H:2]([CH3:5])[CH2:3][OH:4])[C:10]([N+:14]([O-:16])=[O:15])=[CH:9][N:8]=1. Procedure: A solution of 315 mg (4.2 mmol) of (R)-2-Amino-propan-1-ol in 5 ml of acetonitrile is added slowly to a suspension of 388 mg (2.0 mmol) of 2,4-dichloro-5-nitro-pyrimidine in 20 ml acetonitrile at −30° C. to −20° C. The batch is stirred for 3 hours at −30° C. to −20° C. The batch is diluted with ethylacetate and ice water. The batch is extracted with ethyl acetate (3×). The combined organic phases are washed with NaCl solution, dried (Na2SO4), filtered and concentrated by evaporation. 350 mg (1.5... The reactants are C[C@]12C(C([C@H](CC1)C2(C)C)=O)=O ((1S,4R)-1,7,7-trimethyl-bicyclo [2.2.1]heptane-2,3-dione), COP(OC)(=O)CC(=O)C=1C=NN(C1C)C(C)(C)C ([2-(1-tert-Butyl-5-methyl-1H-pyrazol-4-yl)-2-oxo-ethyl]-phosphonic acid dimethyl ester), O.NN (hydrazine monohydrate). The product is C(C)(C)(C)N1N=CC(=C1C)C1=NN=C2[C@]3(CC[C@@H](C2=C1)C3(C)C)C ((1S,8R)-5-(1-tert-Butyl-5-methyl-1H-pyrazol-4-yl)-1,11,11-trimethyl-3,4-diaza-tricyclo[6.2.1.02,7]undeca-2,4,6-triene). Reaction SMILES: [CH3:1][C@@:2]12[C:8]([CH3:10])([CH3:9])[C@@H:5]([CH2:6][CH2:7]1)[C:4](=O)[C:3]2=O.COP([CH2:19][C:20]([C:22]1[CH:23]=[N:24][N:25]([C:28]([CH3:31])([CH3:30])[CH3:29])[C:26]=1[CH3:27])=O)(=O)OC.O.[NH2:33][NH2:34]>>[C:28]([N:25]1[C:26]([CH3:27])=[C:22]([C:20]2[CH:19]=[C:4]3[C:3]([C@:2]4([CH3:1])[C:8]([CH3:10])([CH3:9])[C@H:5]3[CH2:6][CH2:7]4)=[N:34][N:33]=2)[CH:23]=[N:24]1)([CH3:31])([CH3:30])[CH3:29] |f:2.3|. Procedure details: yellow crystalline solid. MS (ESI): 325.2 (MH+). Prepared from (1S,4R)-1,7,7-trimethyl-bicyclo [2.2.1]heptane-2,3-dione, [2-(1-tert-Butyl-5-methyl-1H-pyrazol-4-yl)-2-oxo-ethyl]-phosphonic acid dimethyl ester, hydrazine monohydrate. Reported procedure: 3-Carboxymethyl-5-methoxy-indan-1-yl-ammonium chloride (13.2 g) and 1-cyclohexyl-3-(2-morpholinoethyl)carbodiimide methyl-p-toluenesulfonate (21.7 g) dissolved in pyridine (500 mL) is stirred at room temperature for 7 d. Then, the pyridine is removed under reduced pressure and the residue is taken up in water (200 mL) and dichloromethane (200 mL). The organic phase is separated and the aqueous phase is extracted twice with dichloromethane. The combined organic phases are washed with 1 M hydrochl... RXN SMILES: [Cl-].[C:2]([CH2:5][CH:6]1[C:14]2[C:9](=[CH:10][CH:11]=[C:12]([O:15][CH3:16])[CH:13]=2)[CH:8]([NH3+:17])[CH2:7]1)(O)=[O:3].COS(C1C=CC(C)=CC=1)(=O)=O.C1(N=C=NCCN2CCOCC2)CCCCC1>N1C=CC=CC=1>[CH3:16][O:15][C:12]1[CH:13]=[C:14]2[C:9](=[CH:10][CH:11]=1)[CH:8]1[CH2:7][CH:6]2[CH2:5][C:2](=[O:3])[NH:17]1 |f:0.1,2.3|. The reactants are [Cl-].C(=O)(O)CC1CC(C2=CC=C(C=C12)OC)[NH3+] (3-Carboxymethyl-5-methoxy-indan-1-yl-ammonium chloride), COS(=O)(=O)C1=CC=C(C=C1)C.C1(CCCCC1)N=C=NCCN1CCOCC1 (1-cyclohexyl-3-(2-morpholinoethyl)carbodiimide methyl-p-toluenesulfonate). Yields the product COC=1C=C2C3CC(NC(C2=CC1)C3)=O (4-Methoxy-9-aza-tricyclo[6.3.1.0*2,7*]dodeca-2,4,6-trien-10-one). Run in N1=CC=CC=C1 (pyridine). Run at time 7 day. Reactants: COC([C@H]1N(CCC1)C(CCCCCCCCCCC\C=C/CCCCCCCC)=O)=O (N-erucoyl-proline methyl ester), NC1=C(C(=O)O)C=C(C=C1)Cl (2-amino-5-chlorobenzoic acid), C(Cl)Cl (methylene chloride), C(CCCCCCCCCCC\C=C/CCCCCCCC)(=O)O (erucic acid), acid chloride. Solvent: N1=CC=CC=C1 (pyridine). Yields the product C(CCCCCCCCCCC\C=C/CCCCCCCC)(=O)NC1=C(C(=O)O)C=C(C=C1)Cl (N-erucoyl-2-amino-5-chlorobenzoic acid). Reaction SMILES: COC(=O)[C@@H]1CCCN1C(=O)CCCCCCCCCCC/C=C\CCCCCCCC.[C:33]([OH:56])(=O)[CH2:34][CH2:35][CH2:36][CH2:37][CH2:38][CH2:39][CH2:40][CH2:41][CH2:42][CH2:43][CH2:44]/[CH:45]=[CH:46]\[CH2:47][CH2:48][CH2:49][CH2:50][CH2:51][CH2:52][CH2:53][CH3:54].[NH2:57][C:58]1[CH:66]=[CH:65][C:64]([Cl:67])=[CH:63][C:59]=1[C:60]([OH:62])=[O:61].C(Cl)Cl>N1C=CC=CC=1>[C:33]([NH:57][C:58]1[CH:66]=[CH:65][C:64]([Cl:67])=[CH:63][C:59]=1[C:60]([OH:62])=[O:61])(=[O:56])[CH2:34][CH2:35][CH2:36][CH2:37][CH2:38][CH2:39][CH2:40][CH2:41][CH2:42][CH2:43][CH2:44]/[CH:45]=[CH:46]\[CH2:47][CH2:48][CH2:49][CH2:50][CH2:51][CH2:52][CH2:53][CH3:54]. Procedure: In a manner similar to (i), erucic acid (1.05 g) was converted to its acid chloride, to which was added 2-amino-5-chlorobenzoic acid (530 mg). The mixture was stirred in pyridine (5 ml)-methylene chloride (2 ml) at room temperature for three hours. The solvent was concentrated and the residue was washed with 0.5N HCl and methanol. Resulting precipitates were dried, followed by recrystallization from ethanol to afford pale yellow crystals [550 mg (36%)], m.p. 159 to 162° C.